Dataset: the Open Reaction Database (ORD), a public repository of structured organic reaction records. Task: describe an organic reaction: reactants, conditions, products, and yield Reactants: ClC1=NC(=C(C#N)C=C1)OC(C)C (6-chloro-2-isopropoxy-nicotinonitrile), B1(OCC2=C1C=CC(=C2)O)O (3H-Benzo[c][1,2]oxaborole-1,5-diol), C([O-])([O-])=O.[K+].[K+] (potassium carbonate). Run in CN(C)C=O (DMF). Run at temperature 80 celsius. Product: OB1OCC2=C1C=CC(=C2)OC2=NC(=C(C#N)C=C2)OC(C)C (6-(1-Hydroxy-1,3-dihydro-benzo[c][1,2]oxaborol-5-yloxy)-2-isopropoxy-nicotinonitrile). The yield is 25.5%. As a reaction SMILES: Cl[C:2]1[CH:9]=[CH:8][C:5]([C:6]#[N:7])=[C:4]([O:10][CH:11]([CH3:13])[CH3:12])[N:3]=1.[B:14]1([OH:24])[C:18]2[CH:19]=[CH:20][C:21]([OH:23])=[CH:22][C:17]=2[CH2:16][O:15]1.C(=O)([O-])[O-].[K+].[K+]>CN(C=O)C>[OH:24][B:14]1[C:18]2[CH:19]=[CH:20][C:21]([O:23][C:2]3[CH:9]=[CH:8][C:5]([C:6]#[N:7])=[C:4]([O:10][CH:11]([CH3:13])[CH3:12])[N:3]=3)=[CH:22][C:17]=2[CH2:16][O:15]1 |f:2.3.4|. Procedure: To a mixture of 6-chloro-2-isopropoxy-nicotinonitrile (0.73 g, 4.0 mmol) and 3H-Benzo[c][1,2]oxaborole-1,5-diol (0.40 g, 2.66 mmol) in DMF (10 mL) was added potassium carbonate (1.10 g, 7.98 mmol). The resulting suspension was heated at 80° C. overnight. DMF was removed under reduced pressure, the residue was diluted with EtOAc (50 mL), washed with water (10 mL) and brine (2×10 mL), dried over Na2SO4, filtered, and concentrated to give brown oil. Purification was accomplished by reverse phase pr... The reactants are C(C)(C)N1N=CC=2C1=NC=C(C2NN)C(=O)OCC (1-isopropyl-4-hydrazino-1H-pyrazolo[3,4-b]pyridine-5-carboxylic acid, ethyl ester), C(C)N1N=CC2=C1N=CC=1C(NC=3N(C12)N=C(N3)SC)=O (8-ethyl-2-methylthio-4H-pyrazolo[4',3':5,6]pyrido[3,4-e][1,2,4]triazolo[1,5-a]pyrimidin-5(8H)-one), ClC1=NC=2N(C3=C1C=NC1=C3C=NN1C(C)C)N=C(N2)CC (5-chloro-2-ethyl-8-isopropyl-8H-pyrazolo[4',3':5,6]pyrido[3,4-e][1,2,4]triazolo[1,5-a]pyrimidine), C(C)OC=NC#N (ethoxymethylene cyanamide), ( c ), 2-ethyl-8-isopropyl-5-morpholino-8H-pyrazolo[4',3':5,6]pyrido[3,4e][1,2,4]triazolo[1,5-a]pyrimidine, 1,2-ethyl-8-isopropyl-4H-pyrazolo[4',3':5,6]pyrido[3,4-e][1,2,4-]triazolo[1,5-a]pyrimidin5(8H)-one, CN(CCCN)C (3-dimethylaminopropylamine), C(C)N1N=CC=2C1=NC=C(C2NN)C(=O)OCC (1-ethyl-4-hydrazino-1H-pyrazolo[3,4-b]pyridine-5-carboxylic acid, ethyl ester), C(C)OC(CC)=NC#N (1-ethoxypropylidene cyanamide), N1CCOCC1 (morpholine). Yields the product C(C)C1=NN2C(N=C(C3=C2C2=C(N=C3)N(N=C2)C(C)C)N2CCOCC2)=N1 (2-Ethyl-8-isopropyl-5-morpholino-8H-pyrazolo[4',3':5,6]pyrido[3,4-e][1,2,4]triazolo[1,5-a]pyrimidine). Reaction SMILES: [CH:1]([N:4]1[C:8]2=[N:9][CH:10]=[C:11]([C:15](OCC)=O)[C:12]([NH:13][NH2:14])=[C:7]2[CH:6]=[N:5]1)([CH3:3])[CH3:2].C([N:22]1[C:26]2=[N:27][CH:28]=[C:29]([C:33](OCC)=O)C(NN)=C2C=N1)C.C(OC(=NC#N)CC)C.C(OC=NC#N)C.C(N1C2N=CC3C(=O)NC4N(N=C(SC)N=4)C=3C=2C=N1)C.[NH:75]1[CH2:80][CH2:79][O:78][CH2:77][CH2:76]1.CN(C)CCCN.ClC1C2C=NC3N(C(C)C)N=CC=3C=2N2N=C(CC)N=C2N=1>>[CH2:29]([C:28]1[N:27]=[C:26]2[N:22]=[C:15]([N:75]3[CH2:80][CH2:79][O:78][CH2:77][CH2:76]3)[C:11]3[CH:10]=[N:9][C:8]4[N:4]([CH:1]([CH3:2])[CH3:3])[N:5]=[CH:6][C:7]=4[C:12]=3[N:13]2[N:14]=1)[CH3:33]. Reported procedure: By substituting 1-isopropyl-4-hydrazino-1H-pyrazolo[3,4-b]pyridine-5-carboxylic acid, ethyl ester for the 1-ethyl-4-hydrazino-1H-pyrazolo[3,4-b]pyridine-5-carboxylic acid, ethyl ester and 1-ethoxypropylidene cyanamide for the ethoxymethylene cyanamide in part (a) and morpholine for the 3-dimethylaminopropylamine in part (c) of the procedure of Example 1,2-ethyl-8-isopropyl-4H-pyrazolo[4',3':5,6]pyrido[3,4-e][1,2,4-]triazolo[1,5-a]pyrimidin5(8H)-one, 5-chloro-2-ethyl-8-isopropyl-8H-pyrazolo[4',3'... The reactants are solution, Cl (hydrogen chloride), FC1=CC=CC(=C1OCC[C@H]1N(C[C@@H](C1)O)C)CCC1=CC=CC=C1 ((2R,4R)-2-{2-[6-fluoro-2-(2-phenylethyl)phenoxy]ethyl}-4-hydroxy-1-methylpyrrolidine). The solvent is C(C)(=O)OCC (ethyl acetate), C(C)(=O)OCC (ethyl acetate). Product: Cl.FC1=CC=CC(=C1OCC[C@H]1N(C[C@@H](C1)O)C)CCC1=CC=CC=C1 ((2R,4R)-2-{2-[6-Fluoro-2-(2-phenylethyl)phenoxy]ethyl}-4-hydroxy-1-methylpyrrolidine hydrochloride). Yield: 91.0%. RXN SMILES: [F:1][C:2]1[C:7]([O:8][CH2:9][CH2:10][C@@H:11]2[CH2:15][C@@H:14]([OH:16])[CH2:13][N:12]2[CH3:17])=[C:6]([CH2:18][CH2:19][C:20]2[CH:25]=[CH:24][CH:23]=[CH:22][CH:21]=2)[CH:5]=[CH:4][CH:3]=1.[ClH:26]>C(OCC)(=O)C>[ClH:26].[F:1][C:2]1[C:7]([O:8][CH2:9][CH2:10][C@@H:11]2[CH2:15][C@@H:14]([OH:16])[CH2:13][N:12]2[CH3:17])=[C:6]([CH2:18][CH2:19][C:20]2[CH:25]=[CH:24][CH:23]=[CH:22][CH:21]=2)[CH:5]=[CH:4][CH:3]=1 |f:3.4|. Reported procedure: 319 mg of (2R,4R)-2-{2-[6-fluoro-2-(2-phenylethyl)phenoxy]ethyl}-4-hydroxy-1-methylpyrrolidine [prepared as described in step (b) above] were dissolved in 10 ml of ethyl acetate, and then 0.23 ml of a 4N solution of hydrogen chloride in ethyl acetate was added to the resulting solution. The solvent was then removed by evaporation under reduced pressure. The resulting oily substance was dissolved in ethyl acetate, and allowed to stand at room temperature. The crystals which precipitated were coll... Solvent: O1CCCC1 (tetrahydrofuran). Reactants: C(C)(C)(C)OC(=O)N1CCC(CC1)C(CC1=CC(=NC=C1Br)Cl)=O (4-[2-(5-bromo-2-chloro-pyridin-4-yl)-acetyl]-piperidine-1-carboxylic acid tert-butyl ester), ice, C[Mg]Br (methyl magnesium bromide). Conditions: time 30 minute. Procedure: A solution of 4-[2-(5-bromo-2-chloro-pyridin-4-yl)-acetyl]-piperidine-1-carboxylic acid tert-butyl ester (9.80 g) in tetrahydrofuran (6 mL) is added dropwise to an ice-cold solution of methyl magnesium bromide (1.4 mol/L in toluene/tetrahydrofuran 75:25; 74.0 mL). The reaction mixture is stirred for 30 min before the cooling bath is removed. After stirring the mixture at room temperature for 1 h, the mixture is poured into aqueous NH4Cl solution. The resulting mixture is extracted with ethyl ace... The product is C(C)(C)(C)OC(=O)N1CCC(CC1)C(CC1=CC(=NC=C1Br)Cl)(C)O (4-[2-(5-Bromo-2-chloro-pyridin-4-yl)-1-hydroxy-1-methyl-ethyl]-piperidine-1-carboxylic acid tert-butyl ester). Reaction SMILES: [C:1]([O:5][C:6]([N:8]1[CH2:13][CH2:12][CH:11]([C:14](=[O:24])[CH2:15][C:16]2[C:21]([Br:22])=[CH:20][N:19]=[C:18]([Cl:23])[CH:17]=2)[CH2:10][CH2:9]1)=[O:7])([CH3:4])([CH3:3])[CH3:2].[CH3:25][Mg]Br>O1CCCC1>[C:1]([O:5][C:6]([N:8]1[CH2:9][CH2:10][CH:11]([C:14]([OH:24])([CH3:25])[CH2:15][C:16]2[C:21]([Br:22])=[CH:20][N:19]=[C:18]([Cl:23])[CH:17]=2)[CH2:12][CH2:13]1)=[O:7])([CH3:4])([CH3:2])[CH3:3]. The reactants are [K].C(C1=CC=CC=C1)OC1=C(C=C2C=C(C(OC2=C1)=O)OC)N1CC(NS1(=O)=O)=O (5-(7-benzyloxy-3-methoxy-2-oxo-2H-chromen-6-yl)-1,1-dioxo-1,2,5-thiadiazolidin-3-one potassium salt). Reagents/catalysts: [Pd] (Pd/C). Run in O (water). Reaction conditions: time 18 hour. Product: OC1=C(C=C2C=C(C(OC2=C1)=O)OC)N1CC(NS1(=O)=O)=O (5-(7-hydroxy-3-methoxy-2-oxo-2H-chromen-6-yl)-1,1-dioxo-1,2,5-thiadiazolidin-3-one). Reaction SMILES: [K].C([O:9][C:10]1[CH:19]=[C:18]2[C:13]([CH:14]=[C:15]([O:21][CH3:22])[C:16](=[O:20])[O:17]2)=[CH:12][C:11]=1[N:23]1[S:27](=[O:29])(=[O:28])[NH:26][C:25](=[O:30])[CH2:24]1)C1C=CC=CC=1>O.[Pd]>[OH:9][C:10]1[CH:19]=[C:18]2[C:13]([CH:14]=[C:15]([O:21][CH3:22])[C:16](=[O:20])[O:17]2)=[CH:12][C:11]=1[N:23]1[S:27](=[O:29])(=[O:28])[NH:26][C:25](=[O:30])[CH2:24]1 |f:0.1,^1:0|. Reported procedure: To a solution of 5-(7-benzyloxy-3-methoxy-2-oxo-2H-chromen-6-yl)-1,1-dioxo-1,2,5-thiadiazolidin-3-one potassium salt in water (10 mL), is added 10% Pd/C (0.014 g). The suspension is stirred under an atmosphere of H2 for 18 h. The aqueous solution is filtered through Celite and the water is removed by lyophilization. The crude solid is purified by preparative HPLC to afford 5-(7-hydroxy-3-methoxy-2-oxo-2H-chromen-6-yl)-1,1-dioxo-1,2,5-thiadiazolidin-3-one as a pale-yellow powder: 1H NMR (DMSO-d6)... Starting materials: C1(=CC=CC=C1)CCCCOC1=CC=C(C=C1)/C=C/C=1C(=C(C=CC1)C(C)=O)O (3'-[(E)-2-[4-(4-phenylbutoxy)phenyl]-ethen-1-yl]-2'-hydroxyacetophenone), C(C(=O)OCC)(=O)OCC (diethyl oxalate). Yields the product O=C1C=C(OC2=C1C=CC=C2\C=C\C2=CC=C(C=C2)OCCCCC2=CC=CC=C2)C(=O)OCC (Ethyl 4-oxo-8-[(E)-2-[4-(4-phenylbutoxy)phenyl]-ethen-1-yl]-4H-1-benzopyran-2-carboxylate). Yield: 66.0%. As a reaction SMILES: [C:1]1([CH2:7][CH2:8][CH2:9][CH2:10][O:11][C:12]2[CH:17]=[CH:16][C:15](/[CH:18]=[CH:19]/[C:20]3[C:21]([OH:29])=[C:22]([C:26](=[O:28])[CH3:27])[CH:23]=[CH:24][CH:25]=3)=[CH:14][CH:13]=2)[CH:6]=[CH:5][CH:4]=[CH:3][CH:2]=1.[C:30](OCC)(=O)[C:31]([O:33][CH2:34][CH3:35])=[O:32]>>[O:28]=[C:26]1[C:22]2[CH:23]=[CH:24][CH:25]=[C:20](/[CH:19]=[CH:18]/[C:15]3[CH:16]=[CH:17][C:12]([O:11][CH2:10][CH2:9][CH2:8][CH2:7][C:1]4[CH:6]=[CH:5][CH:4]=[CH:3][CH:2]=4)=[CH:13][CH:14]=3)[C:21]=2[O:29][C:30]([C:31]([O:33][CH2:34][CH3:35])=[O:32])=[CH:27]1. Reported procedure: Following the process described in example 1 (point A), starting from 3'-[(E)-2-[4-(4-phenylbutoxy)phenyl]-ethen-1-yl]-2'-hydroxyacetophenone and diethyl oxalate, the title compound was prepared, which was purified by chromatography through a silica gel column, eluting with petroleum ether:chloroform, 6:4 (66% yield). Reactants: CC(=O)Nc1ncc(-c2ccc(OC(C)=O)cc2)nc1Cc1ccccc1, CO, Cl, [Na+], [OH-]. Yields the product CC(=O)Nc1ncc(-c2ccc(O)cc2)nc1Cc1ccccc1. As a reaction SMILES: [C:1](=[O:2])([CH3:3])[O:4][c:5]1[cH:6][cH:7][c:8](-[c:11]2[n:12][c:13]([CH2:21][c:22]3[cH:23][cH:24][cH:25][cH:26][cH:27]3)[c:14]([NH:17][C:18]([CH3:19])=[O:20])[n:15][cH:16]2)[cH:9][cH:10]1.[CH3:31][OH:32].[ClH:30].[Na+:29].[OH-:28]>>[OH:4][c:5]1[cH:6][cH:7][c:8](-[c:11]2[n:12][c:13]([CH2:21][c:22]3[cH:23][cH:24][cH:25][cH:26][cH:27]3)[c:14]([NH:17][C:18]([CH3:19])=[O:20])[n:15][cH:16]2)[cH:9][cH:10]1. The reactants are O=C([O-])O, C1CCOC1, CC(C)=O, CCOC(C)=O, Nc1cc(Cl)cc(Cl)c1-c1ncncn1, NCCO, [Na+], O. Product: Nc1cc(NCCO)cc(Cl)c1-c1ncncn1. Reaction SMILES: [C:20](=[O:21])([OH:22])[O-:23].[CH2:25]1[O:26][CH2:27][CH2:28][CH2:29]1.[CH3:30][C:31](=[O:32])[CH3:33].[CH3:35][CH2:36][O:37][C:38](=[O:39])[CH3:40].[Cl:1][c:2]1[c:3](-[c:10]2[n:11][cH:12][n:13][cH:14][n:15]2)[c:4]([NH2:9])[cH:5][c:6]([Cl:8])[cH:7]1.[NH2:16][CH2:17][CH2:18][OH:19].[Na+:24].[OH2:34]>>[Cl:1][c:2]1[c:3](-[c:10]2[n:11][cH:12][n:13][cH:14][n:15]2)[c:4]([NH2:9])[cH:5][c:6]([NH:16][CH2:17][CH2:18][OH:19])[cH:7]1. Reactants: FC(C(CC1=CNC2=CC=CC=C12)N)(F)F (2,2,2-trifluoro-1-(1H-indol-3-ylmethyl)ethylamine), CC1=C(C(=CC(=C1)C)[N+](=O)[O-])S(=O)(=O)Cl (2,4-dimethyl-6-nitrobenzenesulfonyl chloride). The solvent is [Cl-].[NH4+] (ammonium chloride), N1=CC=CC=C1 (pyridine). Reaction conditions: temperature 80 celsius, time 6 hour. Yields the product CC1=C(C(=CC(=C1)C)[N+](=O)[O-])S(=O)(=O)NC(C(F)(F)F)CC1=CNC2=CC=CC=C12 (2,4-dimethyl-6-nitro-N-[2,2,2-trifluoro-1-(1H-indol-3-ylmethyl)ethyl]benzenesulfonamide). Yield: 53.2%. RXN SMILES: [F:1][C:2]([F:16])([F:15])[CH:3]([NH2:14])[CH2:4][C:5]1[C:13]2[C:8](=[CH:9][CH:10]=[CH:11][CH:12]=2)[NH:7][CH:6]=1.[CH3:17][C:18]1[CH:23]=[C:22]([CH3:24])[CH:21]=[C:20]([N+:25]([O-:27])=[O:26])[C:19]=1[S:28](Cl)(=[O:30])=[O:29]>N1C=CC=CC=1.[Cl-].[NH4+]>[CH3:17][C:18]1[CH:23]=[C:22]([CH3:24])[CH:21]=[C:20]([N+:25]([O-:27])=[O:26])[C:19]=1[S:28]([NH:14][CH:3]([CH2:4][C:5]1[C:13]2[C:8](=[CH:9][CH:10]=[CH:11][CH:12]=2)[NH:7][CH:6]=1)[C:2]([F:1])([F:15])[F:16])(=[O:29])=[O:30] |f:3.4|. Reported procedure: To a solution of 150 mg (0.66 mmol) of 2,2,2-trifluoro-1-(1H-indol-3-ylmethyl)ethylamine in 2 mL of pyridine was added 165 mg (0.66 mmol) of 2,4-dimethyl-6-nitrobenzenesulfonyl chloride. The mixture stirred at 80° C. in a sealed tube. After 6 hours, the mixture was diluted with 10 mL of saturated aqueous ammonium chloride solution and extracted with three 10 mL portions of ethyl acetate. The combined ethyl acetate layers were washed with five 10 mL portions of 1 N aqueous HCl, three 10 mL portio...